From a dataset of the Open Reaction Database (ORD), a public repository of structured organic reaction records. describe an organic reaction: reactants, conditions, products, and yield Reactants: Cc1cc(F)ccc1-n1c(C)ccc(C#N)c1=O, [Na+], [OH-], O, O=S(=O)(O)O. The product is Cc1cc(F)ccc1-n1c(C)ccc(C(=O)O)c1=O. As a reaction SMILES: [F:1][c:2]1[cH:3][c:4]([CH3:18])[c:5](-[n:8]2[c:9](=[O:17])[c:10]([C:15]#[N:16])[cH:11][cH:12][c:13]2[CH3:14])[cH:6][cH:7]1.[Na+:25].[OH-:24].[OH2:26].[S:19]([OH:20])(=[O:21])(=[O:22])[OH:23]>>[F:1][c:2]1[cH:3][c:4]([CH3:18])[c:5](-[n:8]2[c:9](=[O:17])[c:10]([C:15]([OH:20])=[O:24])[cH:11][cH:12][c:13]2[CH3:14])[cH:6][cH:7]1.